This data is from the Open Reaction Database (ORD), a public repository of structured organic reaction records. The task is: describe an organic reaction: reactants, conditions, products, and yield Reactants: NCCSCC=1SC=CN1 (2-[(2-Aminoethyl)thiomethyl]thiazole), CI (methyl iodide), C(=S)=S (carbon disulphide). The product is I.CSC(NCCSCC=1SC=CN1)=S (S-methyl-N-[2-(2-thiazolylmethylthio)ethyl]dithiocarbamate hydriodide). RXN SMILES: [NH2:1][CH2:2][CH2:3][S:4][CH2:5][C:6]1[S:7][CH:8]=[CH:9][N:10]=1.[CH3:11][I:12].[C:13](=[S:15])=[S:14]>>[IH:12].[CH3:11][S:14][C:13](=[S:15])[NH:1][CH2:2][CH2:3][S:4][CH2:5][C:6]1[S:7][CH:8]=[CH:9][N:10]=1 |f:3.4|. Procedure details: (i) 2-[(2-Aminoethyl)thiomethyl]thiazole was successively treated with carbon disulphide and methyl iodide according to the general procedure of Example 1(a)(b) to give S-methyl-N-[2-(2-thiazolylmethylthio)ethyl]dithiocarbamate hydriodide. Run in C1CCOC1 (THF), CS(=O)C (DMSO). Reaction SMILES: Cl[C:2]1[CH:7]=[C:6]([C:8]#[N:9])[C:5]([S:10][CH2:11][CH3:12])=[CH:4][N:3]=1.[Cl:13][C:14]1[CH:15]=[C:16]([OH:21])[CH:17]=[CH:18][C:19]=1[Cl:20].CC([O-])(C)C.[K+]>C1COCC1.CS(C)=O>[Cl:13][C:14]1[CH:15]=[C:16]([CH:17]=[CH:18][C:19]=1[Cl:20])[O:21][C:2]1[CH:7]=[C:6]([C:8]#[N:9])[C:5]([S:10][CH2:11][CH3:12])=[CH:4][N:3]=1 |f:2.3|. The product is ClC=1C=C(OC2=NC=C(C(=C2)C#N)SCC)C=CC1Cl (2-(3,4-Dichlorophenoxy)-5-ethylthio-4-pyridinecarbonitrile). Starting materials: ClC1=NC=C(C(=C1)C#N)SCC (2-Chloro-5-ethylthio-4-pyridinecarbonitrile), ClC=1C=C(C=CC1Cl)O (3,4-dichlorophenol), CC(C)(C)[O-].[K+] (t-BuOK). Procedure: 2-Chloro-5-ethylthio-4-pyridinecarbonitrile (4.0 g) was reacted with 3.6 g of 3,4-dichlorophenol in the presence of 2.6 g of t-BuOK in 40 ml of THF and 4 ml of DMSO. 5.5 g (84.6%) of the desired, 2-(3,4-dichlorophenoxy)-5-ethylthio-4-pyridinecarbonitrile was recovered, m.p. 68°-69° C. The reactants are NCC=1C=C(C=CC1)C1=CC(=C2C(=NC=NN21)N)C=2C=CC1=CN(N=C1C2)CC2=CC=CC=C2 (7-(3-aminomethyl-phenyl)-5-(2-benzyl-2H-indazol-6-yl)-pyrrolo[2,1-f][1,2,4]triazin-4-ylamine), C1(CCCCC1)=O (cyclohexanone). The product is C(C1=CC=CC=C1)N1N=C2C=C(C=CC2=C1)C=1C=C(N2N=CN=C(C21)N)C2=CC(=CC=C2)CNC2CCCCC2 (5-(2-Benzyl-2H-indazol-6-yl)-7-(3-cyclohexylaminomethyl-phenyl)-pyrrolo[2,1-f][1,2,4]triazin-4-ylamine). Isolated yield 11.0%. As a reaction SMILES: [NH2:1][CH2:2][C:3]1[CH:4]=[C:5]([C:9]2[N:17]3[C:12]([C:13]([NH2:18])=[N:14][CH:15]=[N:16]3)=[C:11]([C:19]3[CH:20]=[CH:21][C:22]4[C:26]([CH:27]=3)=[N:25][N:24]([CH2:28][C:29]3[CH:34]=[CH:33][CH:32]=[CH:31][CH:30]=3)[CH:23]=4)[CH:10]=2)[CH:6]=[CH:7][CH:8]=1.[C:35]1(=O)[CH2:40][CH2:39][CH2:38][CH2:37][CH2:36]1>>[CH2:28]([N:24]1[CH:23]=[C:22]2[C:26]([CH:27]=[C:19]([C:11]3[CH:10]=[C:9]([C:5]4[CH:6]=[CH:7][CH:8]=[C:3]([CH2:2][NH:1][CH:35]5[CH2:40][CH2:39][CH2:38][CH2:37][CH2:36]5)[CH:4]=4)[N:17]4[C:12]=3[C:13]([NH2:18])=[N:14][CH:15]=[N:16]4)[CH:20]=[CH:21]2)=[N:25]1)[C:29]1[CH:34]=[CH:33][CH:32]=[CH:31][CH:30]=1. Procedure details: Using a procedure similar to that of Example 111 with 7-(3-aminomethyl-phenyl)-5-(2-benzyl-2H-indazol-6-yl)-pyrrolo[2,1-f][1,2,4]triazin-4-ylamine and cyclohexanone as starting materials, 40 mg (11%) of the desired product was isolated. 1H NMR (300 MHz, DMSO-d6) δ 8.80 (s, 1 H), 8.05 (d, 2 H), 8.0 (s, 1 H), 7.90 (d, 1 H), 7.70 (s, 1 H), 7.60-7.40 (m, 7 H), 7.25 (d, 1 H), 7.20 (s, 1 H), 5.70 (s, 2 H), 3.80 (m, 2 H), 3.60 (t, 1 H), 1.90 (m, 4 H), 1.70 (m, 2 H), 1.10 (m, 4 H); ES-MS m/z 528.18 [M+H... Starting materials: OC1=C(C(OC1(C1=CC=CC=C1)C)=O)OCC1=CC=CC=C1 (4-hydroxy-5-methyl-5-phenyl-3-phenylmethoxy-2-(5H)-furanone). The reagents and catalysts are [Pd].[O-]S(=O)(=O)[O-].[Ba+2] (Pd BaSO4). Solvent: CO (MeOH). Yields the product OC=1C(OC(C1O)(C1=CC=CC=C1)C)=O (3,4-dihydroxy-5-methyl-5-phenyl-2(5H)-furanone). As a reaction SMILES: [OH:1][C:2]1[C:6]([CH3:13])([C:7]2[CH:12]=[CH:11][CH:10]=[CH:9][CH:8]=2)[O:5][C:4](=[O:14])[C:3]=1[O:15]CC1C=CC=CC=1>CO.[Pd].[O-]S([O-])(=O)=O.[Ba+2]>[OH:15][C:3]1[C:4](=[O:14])[O:5][C:6]([CH3:13])([C:7]2[CH:12]=[CH:11][CH:10]=[CH:9][CH:8]=2)[C:2]=1[OH:1] |f:2.3.4|. Procedure: The 4-hydroxy-5-methyl-5-phenyl-3-phenylmethoxy-2-(5H)-furanone (1.2 g) was subjected to hydrogenation over 100 mg of 5% Pd/BaSO4 in 100 mL of MeOH at room temperature and under 30 psi H2. The reaction was monitored periodically by TLC analysis. The suspension was filtered through two #1 filter papers, concentrated to a white solid and recrystallized from MeOH/H2O to give 3,4-dihydroxy-5-methyl-5-phenyl-2(5H)-furanone as a white crystalline material: mp 173-175° C. dec. 1H NMR (acetone-d6) δ 7.5... Starting materials: C(F)(F)(F)CCF (CF3CH2CH2F), C1=CC=CC=C1 (benzene), [Al+3].[Cl-].[Cl-].[Cl-] (AlCl3), C1=CC=CC=C1 (benzene), ice, Cl (HCl). Run at time 1 hour. The product is FC(CCC1=CC=CC=C1)(F)F (1,1,1-trifluoro-3-phenylpropane). As a reaction SMILES: [Al+3].[Cl-].[Cl-].[Cl-].[C:5]([CH2:9][CH2:10]F)([F:8])([F:7])[F:6].Cl.[CH:13]1[CH:18]=[CH:17][CH:16]=[CH:15][CH:14]=1>>[F:6][C:5]([F:8])([F:7])[CH2:9][CH2:10][C:13]1[CH:18]=[CH:17][CH:16]=[CH:15][CH:14]=1 |f:0.1.2.3|. Reported procedure: To a slurry of 9.4 g AlCl3 in 90 mL benzene cooled in an ice bath, was added (over 18 minutes) a solution of 14.2 g of CF3CH2CH2F in 10 mL benzene. The mixture was stirred for an additional 0.5 hour at ice-bath temperature and 1 hour at room temperature. It was then poured into 50 g ice and 25 mL concentrated HCl, and the resulting solution stirred until the color disappeared. The benzene layer was separated, washed with 25 mL saturated NaCl and dried (Na2SO4). Distillation provided 1,1,1-triflu... Starting materials: CCCCc1nc(C)c(Br)c(=O)n1Cc1ccc(-c2ccccc2C#N)cc1F, O=C([O-])[O-], C1COCCO1, CCOC(C)=O, [Cs+], [Cs+], OB(O)c1ccc(F)cc1. Product: CCCCc1nc(C)c(-c2ccc(F)cc2)c(=O)n1Cc1ccc(-c2ccccc2C#N)cc1F. RXN SMILES: [Br:1][c:2]1[c:3]([CH3:29])[n:4][c:5]([CH2:25][CH2:26][CH2:27][CH3:28])[n:6]([CH2:9][c:10]2[c:11]([F:24])[cH:12][c:13](-[c:16]3[c:17]([C:22]#[N:23])[cH:18][cH:19][cH:20][cH:21]3)[cH:14][cH:15]2)[c:7]1=[O:8].[C:40](=[O:41])([O-:42])[O-:43].[CH2:46]1[O:47][CH2:48][CH2:49][O:50][CH2:51]1.[CH3:52][CH2:53][O:54][C:55](=[O:56])[CH3:57].[Cs+:44].[Cs+:45].[OH:30][B:31]([OH:32])[c:33]1[cH:34][cH:35][c:36]([F:37])[cH:38][cH:39]1>>[c:2]1(-[c:33]2[cH:34][cH:35][c:36]([F:37])[cH:38][cH:39]2)[c:3]([CH3:29])[n:4][c:5]([CH2:25][CH2:26][CH2:27][CH3:28])[n:6]([CH2:9][c:10]2[c:11]([F:24])[cH:12][c:13](-[c:16]3[c:17]([C:22]#[N:23])[cH:18][cH:19][cH:20][cH:21]3)[cH:14][cH:15]2)[c:7]1=[O:8]. Starting materials: FC1=CC=C(C=C1)C1=NC=CC=C1C (2-(4-fluorophenyl)-3-methylpyridine), ClC1=CC(=CC=C1)C(=O)OO (m-chloroperbenzoic acid). The solvent is O1CCCC1 (tetrahydrofuran). Conditions: temperature 50 celsius. Yields the product FC1=CC=C(C=C1)C1=[N+](C=CC=C1C)[O-] (2-(4-fluorophenyl)-3-methylpyridine 1-oxide). Isolated yield 85.0%. Reaction SMILES: [F:1][C:2]1[CH:7]=[CH:6][C:5]([C:8]2[C:13]([CH3:14])=[CH:12][CH:11]=[CH:10][N:9]=2)=[CH:4][CH:3]=1.ClC1C=CC=C(C(OO)=[O:23])C=1>O1CCCC1>[F:1][C:2]1[CH:3]=[CH:4][C:5]([C:8]2[C:13]([CH3:14])=[CH:12][CH:11]=[CH:10][N+:9]=2[O-:23])=[CH:6][CH:7]=1. Procedure details: A solution of 2-(4-fluorophenyl)-3-methylpyridine (26.8 g, 0.143 mol) and m-chloroperbenzoic acid (purity 69%, 39 g, 0.157 mol) in tetrahydrofuran (100 mL) was stirred with heating at 50° C. for 5 hr. The solvent was evaporated under reduced pressure, and the obtained residue was purified 3 times by silica gel column chromatography (NH silica gel, ethyl acetate) to give a white solid. The obtained solid was washed with ethyl acetate to give the title compound (24.7 g, 85%) as a white solid. Reactants: CC(=O)O[BH-](OC(C)=O)OC(C)=O, COc1ccc(CN(Cc2ccc(OC)cc2)c2ncc(-c3nc(N4CCOCC4)nc4c3CCN4c3ccc(C=O)cc3)cn2)cc1, CN1CCNCC1, CC(=O)O, [Cl-], ClCCl, [NH4+], [Na+]. Product: COc1ccc(CN(Cc2ccc(OC)cc2)c2ncc(-c3nc(N4CCOCC4)nc4c3CCN4c3ccc(CN4CCN(C)CC4)cc3)cn2)cc1. Reaction SMILES: [C:56]([O:57][BH-:58]([O:59][C:60](=[O:61])[CH3:62])[O:63][C:64](=[O:65])[CH3:66])(=[O:67])[CH3:68].[CH3:1][O:2][c:3]1[cH:4][cH:5][c:6]([CH2:7][N:8]([c:9]2[n:10][cH:11][c:12](-[c:15]3[c:16]4[c:17]([n:18][c:19]([N:21]5[CH2:22][CH2:23][O:24][CH2:25][CH2:26]5)[n:20]3)[N:27]([c:30]3[cH:31][cH:32][c:33]([CH:34]=[O:35])[cH:36][cH:37]3)[CH2:28][CH2:29]4)[cH:13][n:14]2)[CH2:38][c:39]2[cH:40][cH:41][c:42]([O:45][CH3:46])[cH:43][cH:44]2)[cH:47][cH:48]1.[CH3:49][N:50]1[CH2:51][CH2:52][NH:53][CH2:54][CH2:55]1.[CH3:70][C:71](=[O:72])[OH:73].[Cl-:74].[Cl:76][CH2:77][Cl:78].[NH4+:75].[Na+:69]>>[CH3:1][O:2][c:3]1[cH:4][cH:5][c:6]([CH2:7][N:8]([c:9]2[n:10][cH:11][c:12](-[c:15]3[c:16]4[c:17]([n:18][c:19]([N:21]5[CH2:22][CH2:23][O:24][CH2:25][CH2:26]5)[n:20]3)[N:27]([c:30]3[cH:31][cH:32][c:33]([CH2:34][N:53]5[CH2:52][CH2:51][N:50]([CH3:49])[CH2:55][CH2:54]5)[cH:36][cH:37]3)[CH2:28][CH2:29]4)[cH:13][n:14]2)[CH2:38][c:39]2[cH:40][cH:41][c:42]([O:45][CH3:46])[cH:43][cH:44]2)[cH:47][cH:48]1. Reactants: C(C=C)C1C(CC2=CC=CC=C2C1)=O (3-(2-propenyl)-2-tetralone), C(OC)(OC)OC (trimethyl orthoformate), C(C)(O)O (ethanediol). Reagents/catalysts: O.C1(=CC=C(C=C1)S(=O)(=O)O)C (p-toluenesulfonic acid monohydrate). The solvent is ClCCl (dichloromethane). Reaction conditions: time 2 hour. The product is C1COC2(CC3=CC=CC=C3CC2CC=C)O1 (3-(2-Propenyl)-2-tetralone Ethylene Ketal). Yield: 109.0%. RXN SMILES: [CH2:1]([CH:4]1[CH2:13][C:12]2[C:7](=[CH:8][CH:9]=[CH:10][CH:11]=2)[CH2:6][C:5]1=[O:14])[CH:2]=[CH2:3].C(OC)(OC)OC.[CH:22](O)([OH:24])[CH3:23]>ClCCl.O.C1(C)C=CC(S(O)(=O)=O)=CC=1>[CH2:22]1[O:24][C:5]2([CH:4]([CH2:1][CH:2]=[CH2:3])[CH2:13][C:12]3[C:7](=[CH:8][CH:9]=[CH:10][CH:11]=3)[CH2:6]2)[O:14][CH2:23]1 |f:4.5|. Procedure: A mixture of 3-(2-propenyl)-2-tetralone (25.9 g, 139 mmol), trimethyl orthoformate (61.3 ml, 554 mmol), ethanediol (57.5 ml, 1.03 mol), p-toluenesulfonic acid monohydrate (0.27 mg, 1.4 mmol) in dichloromethane (650 ml) was stirred at room temperature, under argon for 2 h. Resulting mixture was partitioned between saturated aqueous sodium bicarbonate (1000 ml) and dichloromethane (3×500 ml). The combined organic extracts were washed with brine (500 ml), dried (Na2SO4) and evaporated in vacuo to g... Starting materials: ice water, N1=CC=CC=C1 (pyridine), C(C)OC1=NC=CC=C1C1(C(NC2=CC(=C(C=C12)C#N)F)=O)O (3-(2-ethoxypyridin-3-yl)-6-fluoro-3-hydroxy-2-oxo-2,3-dihydro-1H-indole-5-carbonitrile), S(=O)(Cl)Cl (thionyl chloride). The solvent is ClCCl (dichloromethane). Run at temperature 0 celsius, time 1 hour. Product: ClC1(C(NC2=CC(=C(C=C12)C#N)F)=O)C=1C(=NC=CC1)OCC (3-chloro-3-(2-ethoxypyridin-3-yl)-6-fluoro-2-oxo-2,3-dihydro-1H-indole-5-carbonitrile). Yield: 82.1%. As a reaction SMILES: N1C=CC=CC=1.[CH2:7]([O:9][C:10]1[C:15]([C:16]2(O)[C:24]3[C:19](=[CH:20][C:21]([F:27])=[C:22]([C:25]#[N:26])[CH:23]=3)[NH:18][C:17]2=[O:28])=[CH:14][CH:13]=[CH:12][N:11]=1)[CH3:8].S(Cl)([Cl:32])=O>ClCCl>[Cl:32][C:16]1([C:15]2[C:10]([O:9][CH2:7][CH3:8])=[N:11][CH:12]=[CH:13][CH:14]=2)[C:24]2[C:19](=[CH:20][C:21]([F:27])=[C:22]([C:25]#[N:26])[CH:23]=2)[NH:18][C:17]1=[O:28]. Reported procedure: 0.47 ml (5.81 mmol) of pyridine was added to 1.3 g (4.15 mmol) of 3-(2-ethoxypyridin-3-yl)-6-fluoro-3-hydroxy-2-oxo-2,3-dihydro-1H-indole-5-carbonitrile in 30 ml of dichloromethane. After the reaction mixture had been cooled to 0° C., 0.42 ml (5.81 mmol) of thionyl chloride was added dropwise. The mixture was stirred at room temperature for one hour and then poured into ice-water. After stirring for 15 minutes, the organic phase was separated off. The aqueous phase was extracted several times wi...